From a dataset of the Open Reaction Database (ORD), a public repository of structured organic reaction records. describe an organic reaction: reactants, conditions, products, and yield Reactants: CI, CCO, O=C1c2nc[nH]c2N(Cc2ccc(Cl)cc2)C2=NCCN12, [Na+], [OH-], O. Product: Cn1cnc2c1C(=O)N1CCN=C1N2Cc1ccc(Cl)cc1. Reaction SMILES: [CH3:25][I:26].[CH3:27][CH2:28][OH:29].[Cl:1][c:2]1[cH:3][cH:4][c:5]([CH2:8][N:9]2[C:10]3=[N:21][CH2:20][CH2:19][N:11]3[C:12](=[O:18])[c:13]3[n:14][cH:15][nH:16][c:17]32)[cH:6][cH:7]1.[Na+:24].[OH-:23].[OH2:22]>>[Cl:1][c:2]1[cH:3][cH:4][c:5]([CH2:8][N:9]2[C:10]3=[N:21][CH2:20][CH2:19][N:11]3[C:12](=[O:18])[c:13]3[n:14]([CH3:25])[cH:15][n:16][c:17]32)[cH:6][cH:7]1. The reactants are ClC1=CC=NC=C1 (4-chloropyridine), C(CC1=CC=CC=C1)N (phenethylamine), 50/50, [OH-].[NH4+] (ammonium hydroxide). The solvent is O (water). The product is C1(=CC=CC=C1)CCNC1=CC=NC=C1 (N-(2-Phenylethyl)-4-pyridinamine). Yield: 16.0%. As a reaction SMILES: Cl[C:2]1[CH:7]=[CH:6][N:5]=[CH:4][CH:3]=1.[CH2:8]([NH2:16])[CH2:9][C:10]1[CH:15]=[CH:14][CH:13]=[CH:12][CH:11]=1.[OH-].[NH4+]>O>[C:10]1([CH2:9][CH2:8][NH:16][C:2]2[CH:7]=[CH:6][N:5]=[CH:4][CH:3]=2)[CH:15]=[CH:14][CH:13]=[CH:12][CH:11]=1 |f:2.3|. Procedure: A mixture composed of 2.0 g (0.0176 m) of 4-chloropyridine and 4.3 g (0.0352 m) of phenethylamine was heated under nitrogen to 160°-165° C for one hour. The mixture was then cooled and 200 mL of a 50/50 mixture of ammonium hydroxide in water was added. The product was extracted into CH2Cl2, which was then concentrated to dryness. The resulting material was purified by HPLC on silica gel, eluting with ethyl acetate to provide 0.560 g of the title product.